Dataset: the Open Reaction Database (ORD), a public repository of structured organic reaction records. Task: describe an organic reaction: reactants, conditions, products, and yield Reported procedure: LiHMDS (5.9 mL of a 1.0 M solution in THF, 5.90 mmol) was added dropwise to a stirred suspension of furo[3,2-c]pyridin-2-ylmethyltriphenylphosphonium bromide hydrochloride (Preparation 6, 1.50 g, 2.94 mmol) in anhydrous THF (25 mL) at 0° C. After 45 min, the mixture was treated with 4-formylpiperidine-1-carboxylic acid tert-butyl ester (0.63 g, 2.94 mmol), before being stirred at 20° C. for 16 h. The reaction mixture was diluted with EtOAc (300 mL), before being washed with H2O (2×100 mL) and dr... Reaction conditions: time 16 hour. Solvent: CCO (EtOH). RXN SMILES: [C:1]([O:5][C:6]([N:8]1[CH2:13][CH2:12][CH:11]([CH:14]=[CH:15][C:16]2[O:24][C:23]3[CH:22]=[CH:21][N:20]=[CH:19][C:18]=3[CH:17]=2)[CH2:10][CH2:9]1)=[O:7])([CH3:4])([CH3:3])[CH3:2]>CCO.[Pd]>[C:1]([O:5][C:6]([N:8]1[CH2:9][CH2:10][CH:11]([CH2:14][CH2:15][C:16]2[O:24][C:23]3[CH:22]=[CH:21][N:20]=[CH:19][C:18]=3[CH:17]=2)[CH2:12][CH2:13]1)=[O:7])([CH3:4])([CH3:2])[CH3:3]. The reactants are C(C)(C)(C)OC(=O)N1CCC(CC1)C=CC1=CC=2C=NC=CC2O1 (4-(2-furo[3,2-c]pyridin-2-ylvinyl)piperidine-1-carboxylic acid tert-butyl ester). The reagents and catalysts are [Pd] (Pd). The product is C(C)(C)(C)OC(=O)N1CCC(CC1)CCC1=CC=2C=NC=CC2O1 (4-(2-Furo[3,2-c]pyridin-2-ylethyl)piperidine-1-carboxylic acid tert-butyl ester). The reactants are [OH-].[Na+] (sodium hydroxide), ice, ClC1=C(C(=O)OC)C=C(C=N1)C (methyl 2-chloro-5-methylnicotinoate). The solvent is CO (methanol). Reaction conditions: time 1.5 hour. Yields the product ClC1=C(C(=O)O)C=C(C=N1)C (2-chloro-5-methylnicotinic acid). As a reaction SMILES: [OH-].[Na+].[Cl:3][C:4]1[N:13]=[CH:12][C:11]([CH3:14])=[CH:10][C:5]=1[C:6]([O:8]C)=[O:7]>CO>[Cl:3][C:4]1[N:13]=[CH:12][C:11]([CH3:14])=[CH:10][C:5]=1[C:6]([OH:8])=[O:7] |f:0.1|. Procedure details: An aqueous solution of sodium hydroxide (9.2 g) was added to an ice-cooled, stirred solution of methyl 2-chloro-5-methylnicotinoate (35.28 g) in methanol at such a rate so that the temperature of the reaction mixture did not exceed 30° C. The mixture was then stirred at room temperature for 1.5 hours. Solvent was evaporated. The residue was diluted with water and acidified to pH 2 with concentrated hydrochloric acid. The precipitate was collected by filtration, washed with water and dried to yie... The reactants are CCOC(=O)C=Cc1ccc(C(F)(F)F)nc1-c1ccccc1, C1CCOC1, O. The product is O=C(O)C=Cc1ccc(C(F)(F)F)nc1-c1ccccc1. RXN SMILES: [CH2:1]([CH3:2])[O:3][C:4]([CH:5]=[CH:6][c:7]1[c:8](-[c:17]2[cH:18][cH:19][cH:20][cH:21][cH:22]2)[n:9][c:10]([C:13]([F:14])([F:15])[F:16])[cH:11][cH:12]1)=[O:23].[CH2:24]1[O:25][CH2:26][CH2:27][CH2:28]1.[OH2:29]>>[O:3]=[C:4]([CH:5]=[CH:6][c:7]1[c:8](-[c:17]2[cH:18][cH:19][cH:20][cH:21][cH:22]2)[n:9][c:10]([C:13]([F:14])([F:15])[F:16])[cH:11][cH:12]1)[OH:23]. The reactants are CCOC(=O)C(Cc1ccccc1)CS(=O)(=O)c1ccc(OC)cc1, Cl. Yields the product COc1ccc(S(=O)(=O)CC(Cc2ccccc2)C(=O)O)cc1. As a reaction SMILES: [CH2:1]([CH3:2])[O:3][C:4]([CH:5]([CH2:6][c:7]1[cH:8][cH:9][cH:10][cH:11][cH:12]1)[CH2:13][S:14](=[O:15])(=[O:16])[c:17]1[cH:18][cH:19][c:20]([O:23][CH3:24])[cH:21][cH:22]1)=[O:25].[ClH:26]>>[O:3]=[C:4]([CH:5]([CH2:6][c:7]1[cH:8][cH:9][cH:10][cH:11][cH:12]1)[CH2:13][S:14](=[O:15])(=[O:16])[c:17]1[cH:18][cH:19][c:20]([O:23][CH3:24])[cH:21][cH:22]1)[OH:25]. Reactants: ClC1(NC(=NC=C1C[C@H](CC)C)C1=CC=C(C=C1)OCCCCCCC)Cl ((S)-4,4-dichloro-2-(p-heptyloxy-phenyl)-5-(2-methylbutyl)-pyrimidine), [H][H] (hydrogen), C[O-].[Na+] (sodium methanolate), diethyl (S)-2-methylbutyl malonate, Cl.C(CCCCCC)OC1=CC=C(C(=N)N)C=C1 (p-heptyloxybenzamidine hydrochloride), phosphoroxy trichloride, CN(C1=CC=CC=C1)C (dimethylaniline), OC1=NC(=NC(=C1C[C@H](CC)C)O)C1=CC=C(C=C1)OCCCCCCC ((S)-4,6-dihydroxy-2-(p-heptyloxyphenyl)-5-(2-methylbutyl)-pyrimidine), C[C@H](CBr)CC ((S)-2-methylbutyl bromide), C(CC(=O)OCC)(=O)OCC (diethyl malonate). Reagents/catalysts: [Pd] (Pd-C). Run in C(C)N(CC)CC (triethylamine), CO (methanol). Product: C(CCCCCC)OC1=CC=C(C=C1)C1=NC=C(C=N1)C[C@H](CC)C ((S)-2-(p-Heptyloxyphenyl)-5-(2-methylbutyl)-pyrimidine). RXN SMILES: Cl[C:2]1(Cl)[C:7]([CH2:8][C@@H:9]([CH3:12])[CH2:10][CH3:11])=[CH:6][N:5]=[C:4]([C:13]2[CH:18]=[CH:17][C:16]([O:19][CH2:20][CH2:21][CH2:22][CH2:23][CH2:24][CH2:25][CH3:26])=[CH:15][CH:14]=2)[NH:3]1.C[C@@H](CC)CBr.C(OCC)(=O)CC(OCC)=O.C[O-].[Na+].Cl.C(OC1C=CC(C(N)=N)=CC=1)CCCCCC.OC1C(C[C@@H](C)CC)=C(O)N=C(C2C=CC(OCCCCCCC)=CC=2)N=1.CN(C)C1C=CC=CC=1.[H][H]>[Pd].C(N(CC)CC)C.CO>[CH2:20]([O:19][C:16]1[CH:17]=[CH:18][C:13]([C:4]2[N:3]=[CH:2][C:7]([CH2:8][C@@H:9]([CH3:12])[CH2:10][CH3:11])=[CH:6][N:5]=2)=[CH:14][CH:15]=1)[CH2:21][CH2:22][CH2:23][CH2:24][CH2:25][CH3:26] |f:3.4,5.6|. Procedure details: A mixture of 40 g of (S)-4,4-dichloro-2-(p-heptyloxy-phenyl)-5-(2-methylbutyl)-pyrimidine [obtainable by reacting (S)-2-methylbutyl bromide with diethyl malonate in the presence of sodium methanolate, followed by condensation of the resultant diethyl (S)-2-methylbutyl malonate with p-heptyloxybenzamidine hydrochloride, and reacting the resultant (S)-4,6-dihydroxy-2-(p-heptyloxyphenyl)-5-(2-methylbutyl)-pyrimidine with phosphoroxy trichloride and dimethylaniline], 400 ml of methanol, 40 ml of tri...